Dataset: the Open Reaction Database (ORD), a public repository of structured organic reaction records. Task: describe an organic reaction: reactants, conditions, products, and yield Conditions: time 3.5 hour. Starting materials: Cl (HCl), N1=C(C=CC=C1)C1=CC=C(C=C1)C(N(C[C@@H]([C@H](CC1=CC=CC=C1)NC([C@@H](NC(=O)OC)C(C)C)=O)O)C(=O)OC(C)(C)C)N (1-[4-(pyridin-2-yl)-phenyl]-4(S)-hydroxy-2-N-Boc-amino-5(S)-N-(N-methoxycarbonyl-(L)-valyl)amino-6-phenyl-2-azahexane), CN(C)C=O (DMF). The solvent is O1CCOCC1 (dioxane). Procedure details: Analogously to Example 37f), 30 ml of 4M HCl in dioxane are added to 3.5 g (5.65 mmol) of 1-[4-(pyridin-2-yl)-phenyl]-4(S)-hydroxy-2-N-Boc-amino-5(S)-N-(N-methoxycarbonyl-(L)-valyl)amino-6-phenyl-2-azahexane and the mixture is diluted with 5 ml of DMF. After 3.5 hours, the mixture is worked up. The title compound is obtained: TLC: Rf=0.53 (methylene chloride/methanol: 9/1); HPLC20-100: tRet=8.00; FAB MS (M+H)+=520. The product is Cl.N1=C(C=CC=C1)C1=CC=C(C=C1)CN(C[C@@H]([C@H](CC1=CC=CC=C1)NC([C@@H](NC(=O)OC)C(C)C)=O)O)N (1-[4(Pyridin-2-yl)-phenyl]-4(S)-hydroxy-2-amino-5(S)-N-(N-methoxycarbonyl-(L)-valyl)amino-6-phenyl-2-azahexane hydrochloride). RXN SMILES: [ClH:1].[N:2]1[CH:7]=[CH:6][CH:5]=[CH:4][C:3]=1[C:8]1[CH:13]=[CH:12][C:11]([CH:14](N)[N:15](C(OC(C)(C)C)=O)[CH2:16][C@H:17]([OH:38])[C@@H:18]([NH:26][C:27](=[O:37])[C@H:28]([CH:34]([CH3:36])[CH3:35])[NH:29][C:30]([O:32][CH3:33])=[O:31])[CH2:19][C:20]2[CH:25]=[CH:24][CH:23]=[CH:22][CH:21]=2)=[CH:10][CH:9]=1.C[N:48](C=O)C>O1CCOCC1>[ClH:1].[N:2]1[CH:7]=[CH:6][CH:5]=[CH:4][C:3]=1[C:8]1[CH:13]=[CH:12][C:11]([CH2:14][N:15]([NH2:48])[CH2:16][C@H:17]([OH:38])[C@@H:18]([NH:26][C:27](=[O:37])[C@H:28]([CH:34]([CH3:36])[CH3:35])[NH:29][C:30]([O:32][CH3:33])=[O:31])[CH2:19][C:20]2[CH:25]=[CH:24][CH:23]=[CH:22][CH:21]=2)=[CH:10][CH:9]=1 |f:4.5|. The reactants are CN(C)C=O (DMF), COC(N=C(C(=NC1=CC=C(C=C1)C1=NOC(=N1)C)C=1C=NC(=C(C1)OCC)OC)SC)=O ({2-(5-ethoxy-6-methoxypyridin-3-yl)-2-[4-(5-methyl-[1,2,4]oxadiazol-3-yl)phenylimino]-1-methylsulfanylethylidene}carbamic acid methyl ester), C(C)OC(=O)C1=C(N=CS1)NN (4-hydrazinothiazole-5-carboxylic acid ethyl ester). Run in C(C)N(CC)CC (triethylamine). Run at temperature 85 celsius, time 16 hour. The product is C(C)OC(=O)C1=C(N=CS1)N1N=C(NC1=O)C(NC1=CC=C(C=C1)C1=NOC(=N1)C)C=1C=NC(=C(C1)OCC)OC (4-(3-{(5-ethoxy-6-methoxypyridin-3-yl)-[4-(5-methyl-[1,2,4]oxadiazol-3-yl)phenylamino]methyl}-5-oxo-4,5-dihydro-[1,2,4]triazol-1-yl)thiazole-5-carboxylic acid ethyl ester). The yield is 45.1%. RXN SMILES: CN(C=O)C.C[O:7][C:8](=O)[N:9]=[C:10](SC)[C:11]([C:25]1[CH:26]=[N:27][C:28]([O:34][CH3:35])=[C:29]([O:31][CH2:32][CH3:33])[CH:30]=1)=[N:12][C:13]1[CH:18]=[CH:17][C:16]([C:19]2[N:23]=[C:22]([CH3:24])[O:21][N:20]=2)=[CH:15][CH:14]=1.[CH2:39]([O:41][C:42]([C:44]1[S:48][CH:47]=[N:46][C:45]=1[NH:49][NH2:50])=[O:43])[CH3:40]>C(N(CC)CC)C>[CH2:39]([O:41][C:42]([C:44]1[S:48][CH:47]=[N:46][C:45]=1[N:49]1[C:8](=[O:7])[NH:9][C:10]([CH:11]([C:25]2[CH:26]=[N:27][C:28]([O:34][CH3:35])=[C:29]([O:31][CH2:32][CH3:33])[CH:30]=2)[NH:12][C:13]2[CH:14]=[CH:15][C:16]([C:19]3[N:23]=[C:22]([CH3:24])[O:21][N:20]=3)=[CH:17][CH:18]=2)=[N:50]1)=[O:43])[CH3:40]. Procedure: To 4 ml of a DMF solution containing 117 mg of {2-(5-ethoxy-6-methoxypyridin-3-yl)-2-[4-(5-methyl-[1,2,4]oxadiazol-3-yl)phenylimino]-1-methylsulfanylethylidene}carbamic acid methyl ester (Example 160a), 52 mg of 4-hydrazinothiazole-5-carboxylic acid ethyl ester and 0.038 ml of triethylamine were added. The mixture was stirred at 85° C. for 16 hours under a nitrogen atmosphere. The reaction mixture was concentrated. The residue was dissolved in 10 ml of methanol and 0.05 ml of acetic acid, and th...